Dataset: the Open Reaction Database (ORD), a public repository of structured organic reaction records. Task: describe an organic reaction: reactants, conditions, products, and yield The reactants are COc1ccccc1N1CCNCC1, CN(C)C=O, O=C1Nc2ccccc2SC1CCCCl. Yields the product COc1ccccc1N1CCN(CCCC2Sc3ccccc3NC2=O)CC1. Reaction SMILES: [CH3:16][O:17][c:18]1[c:19]([N:24]2[CH2:25][CH2:26][NH:27][CH2:28][CH2:29]2)[cH:20][cH:21][cH:22][cH:23]1.[CH3:30][N:31]([CH3:32])[CH:33]=[O:34].[Cl:1][CH2:2][CH2:3][CH2:4][CH:5]1[S:6][c:7]2[c:8]([cH:12][cH:13][cH:14][cH:15]2)[NH:9][C:10]1=[O:11]>>[CH2:2]([CH2:3][CH2:4][CH:5]1[S:6][c:7]2[c:8]([cH:12][cH:13][cH:14][cH:15]2)[NH:9][C:10]1=[O:11])[N:27]1[CH2:26][CH2:25][N:24]([c:19]2[c:18]([O:17][CH3:16])[cH:23][cH:22][cH:21][cH:20]2)[CH2:29][CH2:28]1. Procedure: To tert-butyl 4-hydroxy-2-oxo-2,5-dihydro-1H-pyrrole-1-carboxylate (680 mg, 3.41 mmol) in DCM (12 mL) was added DIEA (1.192 mL, 6.83 mmol) and tosyl chloride (651 mg, 3.41 mmol). The reaction mixture was stirred at room temperature for 6 h. The reaction mixture was diluted with DCM and washed with saturated sodium bicarbonate. The organic layer was separated, washed with brine, dried over sodium sulfate, filtered and evaporated. The crude product was purified by flash chromatography (0 to 50% Et... Run in C(Cl)Cl (DCM), C(Cl)Cl (DCM). The reactants are OC1=CC(N(C1)C(=O)OC(C)(C)C)=O (tert-butyl 4-hydroxy-2-oxo-2,5-dihydro-1H-pyrrole-1-carboxylate), CCN(C(C)C)C(C)C (DIEA), S(=O)(=O)(C1=CC=C(C)C=C1)Cl (tosyl chloride). Reaction SMILES: [OH:1][C:2]1[CH2:6][N:5]([C:7]([O:9][C:10]([CH3:13])([CH3:12])[CH3:11])=[O:8])[C:4](=[O:14])[CH:3]=1.CCN(C(C)C)C(C)C.[S:24](Cl)([C:27]1[CH:33]=[CH:32][C:30]([CH3:31])=[CH:29][CH:28]=1)(=[O:26])=[O:25]>C(Cl)Cl>[O:14]=[C:4]1[CH:3]=[C:2]([O:1][S:24]([C:27]2[CH:33]=[CH:32][C:30]([CH3:31])=[CH:29][CH:28]=2)(=[O:26])=[O:25])[CH2:6][N:5]1[C:7]([O:9][C:10]([CH3:11])([CH3:13])[CH3:12])=[O:8]. Run at time 6 hour. The product is O=C1N(CC(=C1)OS(=O)(=O)C1=CC=C(C)C=C1)C(=O)OC(C)(C)C (Tert-butyl 2-oxo-4-(tosyloxy)-2,5-dihydro-1H-pyrrole-1-carboxylate). Yield: 81.3%. Procedure: A mixture of ethyl 3-ethoxy-2-ethoxycarbonyl-4-(2-pyridyl)butyrate (18.9 g), diphenyl (48.85 g) and diphenyl ether (135.8 g) was heated to 250° C. for 40 minutes. The reaction mixture was cooled to ambient temperature and chromatographed on silica gel (Merck 70-230 mesh, 620 g) eluting with hexane and then a mixture of ethanol and chloroform (1:49) to give a crude oil, which was crystallized from a mixture of ether and hexane (1:1) to give 3-ethoxycarbonyl-4H-quinolizin-4-one (11.48 g) as yellow... Starting materials: C(C)OC(C(C(=O)OCC)C(=O)OCC)CC1=NC=CC=C1 (ethyl 3-ethoxy-2-ethoxycarbonyl-4-(2-pyridyl)butyrate), C1(=CC=CC=C1)OC1=CC=CC=C1 (diphenyl ether). Product: C(C)OC(=O)C1=CC=C2C=CC=CN2C1=O (3-ethoxycarbonyl-4H-quinolizin-4-one). As a reaction SMILES: C(O[CH:4]([CH2:16][C:17]1[CH:22]=[CH:21][CH:20]=[CH:19][N:18]=1)[CH:5]([C:11](OCC)=[O:12])[C:6]([O:8][CH2:9][CH3:10])=[O:7])C.C1(OC2C=CC=CC=2)C=CC=CC=1>>[CH2:9]([O:8][C:6]([C:5]1[C:11](=[O:12])[N:18]2[C:17]([CH:22]=[CH:21][CH:20]=[CH:19]2)=[CH:16][CH:4]=1)=[O:7])[CH3:10]. Conditions: temperature 250 celsius. The yield is 86.5%. The reactants are OC(CCCCC(=O)OC)CCO (Methyl 6,8-dihydroxyoctanoate), 6,7-isomer, [OH-].[Na+] (sodium hydroxide). The solvent is CO (methanol), CO (methanol). Yields the product OC(CCCCC(=O)[O-])CCO.[Na+] (sodium 6,8-dihydroxyoctanoate). Reaction SMILES: [OH:1][CH:2]([CH2:11][CH2:12][OH:13])[CH2:3][CH2:4][CH2:5][CH2:6][C:7]([O:9]C)=[O:8].[OH-].[Na+:15]>CO>[OH:1][CH:2]([CH2:11][CH2:12][OH:13])[CH2:3][CH2:4][CH2:5][CH2:6][C:7]([O-:9])=[O:8].[Na+:15] |f:1.2,4.5|. Procedure details: Methyl 6,8-dihydroxyoctanoate (0.15 g, 0.80 mmol; containing about 10% of the 6,7-isomer) was dissolved in 3 mL of methanol and 1.00 M sodium hydroxide in methanol (0.80 mL, 0.80 mmol) was added. The solution was stirred under reflux for 3 hr. The solvent was evaporated in vacuo yielding 0.15 g of sodium 6,8-dihydroxyoctanoate as a white powder. Yield was quantitative.